Dataset: the Open Reaction Database (ORD), a public repository of structured organic reaction records. Task: describe an organic reaction: reactants, conditions, products, and yield Starting materials: Cl.NCC=1C=C2C(N(C(C2=CC1)=O)C1C(NC(CC1)=O)=O)=O (5-aminomethyl-2-(2,6-dioxo-piperidin-3-yl)-isoindole-1,3-dione hydrochloride), CC1=CC=C(C(=O)Cl)C=C1 (4-methyl-benzoyl chloride), CCN(C(C)C)C(C)C (DIPEA). The solvent is CC#N (MeCN). Run at time 1 hour. The product is O=C1NC(CCC1N1C(C2=CC=C(C=C2C1=O)CNC(C1=CC=C(C=C1)C)=O)=O)=O (N-[2-(2,6-dioxo-piperidin-3-yl)-1,3-dioxo-2,3-dihydro-1H-isoindol-5-ylmethyl]-4-methyl-benzamide). Yield: 69.9%. RXN SMILES: Cl.[NH2:2][CH2:3][C:4]1[CH:5]=[C:6]2[C:10](=[CH:11][CH:12]=1)[C:9](=[O:13])[N:8]([CH:14]1[CH2:19][CH2:18][C:17](=[O:20])[NH:16][C:15]1=[O:21])[C:7]2=[O:22].[CH3:23][C:24]1[CH:32]=[CH:31][C:27]([C:28](Cl)=[O:29])=[CH:26][CH:25]=1.CCN(C(C)C)C(C)C>CC#N>[O:21]=[C:15]1[CH:14]([N:8]2[C:7](=[O:22])[C:6]3[C:10](=[CH:11][CH:12]=[C:4]([CH2:3][NH:2][C:28](=[O:29])[C:27]4[CH:31]=[CH:32][C:24]([CH3:23])=[CH:25][CH:26]=4)[CH:5]=3)[C:9]2=[O:13])[CH2:19][CH2:18][C:17](=[O:20])[NH:16]1 |f:0.1|. Procedure details: To a stirred mixture of 5-aminomethyl-2-(2,6-dioxo-piperidin-3-yl)-isoindole-1,3-dione hydrochloride (0.97 g, 3.00 mmol) and 4-methyl-benzoyl chloride (0.46 g, 3.00 mmol) in MeCN (20 mL), was added DIPEA (1.05 mL, 6.00 mmol) at room temperature under nitrogen. After 1 h, the solvent was removed in vacuo and the residue was dissolved in EtOAc (100 mL). The organic layer was washed with dil. aq. HCl (2×150 mL), water (100 mL), dried (MgSO4) and then concentrated. The product was triturated in Et2O... Starting materials: Cl (hydrochloric acid), C(C)OC1=NN(C=C1CCC(=O)OCC)CC1=CC=C(C=C1)OCC=1N=C2N(C(=CC=C2)OCC)C1 (ethyl 3-[3-ethoxy-1-[4-(5-ethoxyimidazo[1,2-a]pyridin-2-ylmethoxy)benzyl]-1H-pyrazol-4-yl]propionate), [OH-].[Na+] (sodium hydroxide), O1CCCC1 (tetrahydrofuran). The solvent is C(C)O (ethanol). Reaction conditions: time 3 hour. Product: C(C)OC1=NN(C=C1CCC(=O)O)CC1=CC=C(C=C1)OCC=1N=C2N(C(=CC=C2)OCC)C1 (3-[3-ethoxy-1-[4-(5-ethoxyimidazo[1,2-a]pyridin-2-ylmethoxy)benzyl]-1H-pyrazol-4-yl]propionic acid). Yield: 80.6%. As a reaction SMILES: [CH2:1]([O:3][C:4]1[C:8]([CH2:9][CH2:10][C:11]([O:13]CC)=[O:12])=[CH:7][N:6]([CH2:16][C:17]2[CH:22]=[CH:21][C:20]([O:23][CH2:24][C:25]3[N:26]=[C:27]4[CH:32]=[CH:31][CH:30]=[C:29]([O:33][CH2:34][CH3:35])[N:28]4[CH:36]=3)=[CH:19][CH:18]=2)[N:5]=1)[CH3:2].[OH-].[Na+].O1CCCC1.Cl>C(O)C>[CH2:1]([O:3][C:4]1[C:8]([CH2:9][CH2:10][C:11]([OH:13])=[O:12])=[CH:7][N:6]([CH2:16][C:17]2[CH:18]=[CH:19][C:20]([O:23][CH2:24][C:25]3[N:26]=[C:27]4[CH:32]=[CH:31][CH:30]=[C:29]([O:33][CH2:34][CH3:35])[N:28]4[CH:36]=3)=[CH:21][CH:22]=2)[N:5]=1)[CH3:2] |f:1.2|. Procedure details: After a mixture of ethyl 3-[3-ethoxy-1-[4-(5-ethoxyimidazo[1,2-a]pyridin-2-ylmethoxy)benzyl]-1H-pyrazol-4-yl]propionate (441 mg), 1N aqueous sodium hydroxide solution (2 ml), tetrahydrofuran (4 ml) and ethanol (4 ml) was stirred at room temperature for 3 hours, 1N hydrochloric acid (2 ml) was added to the mixture, and then the mixture was extracted with ethyl acetate. The ethyl acetate layer was washed with saturated aqueous sodium chloride solution, dried (MgSO4) and concentrated. The resulting... Reactants: ClC1=CC=C(C=N1)C(=O)C1=CC=C(C=C1)OC1OCCCC1 ((6-chloropyridin-3-yl)(4-(tetrahydro-2H-pyran-2-yloxy)phenyl)methanone), tetrakis(triphenylphos-phine)Palladium(0), cuprous iodide, CN(C(OC(C)(C)C)=O)CC#C (tert-butyl methyl(prop-2-ynyl)carbamate). Run in C(C)N(CC)CC (triethylamine). Conditions: temperature 80 celsius, time 2 hour. The product is CN(C(OC(C)(C)C)=O)CC#CC1=NC=C(C=C1)C(C1=CC=C(C=C1)OC1OCCCC1)=O (tert-butyl methyl(3-(5-(4-(tetrahydro-2H-pyran-2-yloxy)benzoyl)-pyridin-2-yl)prop-2-ynyl)carbamate). Yield: 40.0%. RXN SMILES: Cl[C:2]1[N:7]=[CH:6][C:5]([C:8]([C:10]2[CH:15]=[CH:14][C:13]([O:16][CH:17]3[CH2:22][CH2:21][CH2:20][CH2:19][O:18]3)=[CH:12][CH:11]=2)=[O:9])=[CH:4][CH:3]=1.[CH3:23][N:24]([CH2:32][C:33]#[CH:34])[C:25](=[O:31])[O:26][C:27]([CH3:30])([CH3:29])[CH3:28]>C(N(CC)CC)C>[CH3:23][N:24]([CH2:32][C:33]#[C:34][C:2]1[CH:3]=[CH:4][C:5]([C:8](=[O:9])[C:10]2[CH:15]=[CH:14][C:13]([O:16][CH:17]3[CH2:22][CH2:21][CH2:20][CH2:19][O:18]3)=[CH:12][CH:11]=2)=[CH:6][N:7]=1)[C:25](=[O:31])[O:26][C:27]([CH3:29])([CH3:30])[CH3:28]. Reported procedure: A 25 mL Schlenk flask was charged with (6-chloropyridin-3-yl)(4-(tetrahydro-2H-pyran-2-yloxy)phenyl)methanone (318 mg, 1.0 mmol), tetrakis(triphenylphos-phine)Palladium(0) (116 mg, 0.1 mmol, 10 mol %), cuprous iodide (38 g, 0.2 mmol, 20 mol %), triethylamine (5 mL), and tert-butyl methyl(prop-2-ynyl)carbamate (169 mg, 1 mmol). The flask was flushed with nitrogen three times and the mixture was stirred at 80° C. for 2 h. The solvent was evaporated under vacuum and the residue was purified by colu... The reactants are N1(CCSCC1)C1=CC(=C(C=N1)N)C1=C(C=CC=C1)C (6-thiomorpholin-4-yl-4-o-tolyl-pyridin-3-ylamine), C([O-])([O-])=O.[K+].[K+] (potassium carbonate), ClC(=O)OCC (ethyl cloroformate), [H-].COCCO[Al+]OCCOC.[Na+].[H-] (sodium bis(2-methoxyethoxy)aluminum hydride), [OH-].[Na+] (sodium hydroxide). Solvent: O1CCCC1 (tetrahydrofuran), C1(=CC=CC=C1)C (toluene). Conditions: time 1 hour. The product is CNC=1C=NC(=CC1C1=C(C=CC=C1)C)N1CCSCC1 (Methyl-(6-thiomorpholin-4-yl-4-o-tolyl-pyridin-3-yl)-amine). The yield is 92.0%. As a reaction SMILES: [N:1]1([C:7]2[N:12]=[CH:11][C:10]([NH2:13])=[C:9]([C:14]3[CH:19]=[CH:18][CH:17]=[CH:16][C:15]=3[CH3:20])[CH:8]=2)[CH2:6][CH2:5][S:4][CH2:3][CH2:2]1.[C:21](=O)([O-])[O-].[K+].[K+].ClC(OCC)=O.[H-].COCCO[Al+]OCCOC.[Na+].[H-].[OH-].[Na+]>O1CCCC1.C1(C)C=CC=CC=1>[CH3:21][NH:13][C:10]1[CH:11]=[N:12][C:7]([N:1]2[CH2:6][CH2:5][S:4][CH2:3][CH2:2]2)=[CH:8][C:9]=1[C:14]1[CH:19]=[CH:18][CH:17]=[CH:16][C:15]=1[CH3:20] |f:1.2.3,5.6.7.8,9.10|. Procedure: To a solution of 2.46 g (8.6 mmol) 6-thiomorpholin-4-yl-4-o-tolyl-pyridin-3-ylamine in 38 ml tetrahydrofuran were added 2.38 g (17 mmol) potassium carbonate (dissolved in 25 ml water) and 1.03 g (9.5 mmol) ethyl cloroformate. The reaction mixture was stirred for 1 h at room temperature and evaporated to remove tetrahydrofuran. The aqueous layer was extracted twice with 50-ml portions of dichloromethane and the organic layer was dried (sodium sulfate) and evaporated in vacuo. The residual oil was... Starting materials: C(C)P(O)(=O)CO (ethylhydroxymethylphosphinic acid), C(CCC)O (butanol). Solvent: O (water). Yields the product C(C)P(OCCCC)(=O)CO (n-butyl ethylhydroxymethylphosphinate). Isolated yield 66.6%. As a reaction SMILES: [CH2:1]([P:3]([CH2:6][OH:7])(=[O:5])[OH:4])[CH3:2].[CH2:8](O)[CH2:9][CH2:10][CH3:11]>O>[CH2:1]([P:3]([CH2:6][OH:7])(=[O:4])[O:5][CH2:8][CH2:9][CH2:10][CH3:11])[CH3:2]. Reported procedure: 405.5 g of ethylhydroxymethylphosphinic acid (prepared according to example 1) are admixed with 1115 g of butanol and the water of condensation is removed with a water trap by boiling at atmospheric pressure. After the esterification has ended, the butanol is separated off in vacuo and the residue is vacuum distilled via a Vigreux column to obtain 392 g of n-butyl ethylhydroxymethylphosphinate in a 79% yield. Solvent: CCOC(=O)C (EtOAc), CO (MeOH). Product: FC1=C(C=CC=C1CO)C1=CC=C(C=C1)N1CCOCC1 ([2-fluoro-4′-(morpholin-4-yl)biphenyl-3-yl]methanol). Run at time 30 minute. As a reaction SMILES: [F:1][C:2]1[C:7]([CH:8]=[O:9])=[CH:6][CH:5]=[CH:4][C:3]=1[C:10]1[CH:15]=[CH:14][C:13]([N:16]2[CH2:21][CH2:20][O:19][CH2:18][CH2:17]2)=[CH:12][CH:11]=1.C1COCC1.[BH4-].[Na+].Cl>CCOC(C)=O.CO>[F:1][C:2]1[C:7]([CH2:8][OH:9])=[CH:6][CH:5]=[CH:4][C:3]=1[C:10]1[CH:11]=[CH:12][C:13]([N:16]2[CH2:21][CH2:20][O:19][CH2:18][CH2:17]2)=[CH:14][CH:15]=1 |f:2.3|. Starting materials: FC1=C(C=CC=C1C=O)C1=CC=C(C=C1)N1CCOCC1 (2-Fluoro-4′-(morpholin-4-yl)biphenyl-3-carboaldehyde), C1CCOC1 (THF), [BH4-].[Na+] (NaBH4), Cl (hydrochloric acid). Reported procedure: 2-Fluoro-4′-(morpholin-4-yl)biphenyl-3-carboaldehyde (288 mg) was mixed with THF (3 ml), and NaBH4 (40 mg) was added thereto. MeOH (3 ml) was added to the reaction mixture dropwise, followed by stirring at room temperature for 30 minutes. EtOAc and 1 M hydrochloric acid were added to the reaction mixture, and the organic layer was dried over Na2SO4 and concentrated under reduced pressure. The obtained residue was purified by silica gel column chromatography (hexane/EtOAc) to obtain [2-fluoro-4′-... Yield: 89.3%. The reactants are COc1ccc(CN2CCc3c(sc(N)c3C(=O)OC(C)(C)C)C2CN2C(=O)c3ccccc3C2=O)cc1, CCO, NN. Product: COc1ccc(CN2CCc3c(sc(N)c3C(=O)OC(C)(C)C)C2CN)cc1. As a reaction SMILES: [C:1]([CH3:2])([CH3:3])([CH3:4])[O:5][C:6](=[O:7])[c:8]1[c:9]([NH2:38])[s:10][c:11]2[c:16]1[CH2:15][CH2:14][N:13]([CH2:17][c:18]1[cH:19][cH:20][c:21]([O:24][CH3:25])[cH:22][cH:23]1)[CH:12]2[CH2:26][N:27]1[C:28](=[O:29])[c:30]2[c:31]([cH:32][cH:33][cH:34][cH:35]2)[C:36]1=[O:37].[CH3:41][CH2:42][OH:43].[NH2:39][NH2:40]>>[C:1]([CH3:2])([CH3:3])([CH3:4])[O:5][C:6](=[O:7])[c:8]1[c:9]([NH2:38])[s:10][c:11]2[c:16]1[CH2:15][CH2:14][N:13]([CH2:17][c:18]1[cH:19][cH:20][c:21]([O:24][CH3:25])[cH:22][cH:23]1)[CH:12]2[CH2:26][NH2:27]. Reactants: O=C(Cl)CCCl, ClCCl, Nc1cccc(-c2ccc(C=C3C(=O)Nc4ccccc43)o2)c1. The product is O=C(CCCl)Nc1cccc(-c2ccc(C=C3C(=O)Nc4ccccc43)o2)c1. RXN SMILES: [Cl:24][CH2:25][CH2:26][C:27](=[O:28])[Cl:29].[Cl:30][CH2:31][Cl:32].[NH2:1][c:2]1[cH:3][c:4](-[c:8]2[cH:9][cH:10][c:11]([CH:13]=[C:14]3[C:15](=[O:23])[NH:16][c:17]4[cH:18][cH:19][cH:20][cH:21][c:22]43)[o:12]2)[cH:5][cH:6][cH:7]1>>[NH:1]([c:2]1[cH:3][c:4](-[c:8]2[cH:9][cH:10][c:11]([CH:13]=[C:14]3[C:15](=[O:23])[NH:16][c:17]4[cH:18][cH:19][cH:20][cH:21][c:22]43)[o:12]2)[cH:5][cH:6][cH:7]1)[C:27]([CH2:26][CH2:25][Cl:24])=[O:28].